This data is from the Open Reaction Database (ORD), a public repository of structured organic reaction records. The task is: describe an organic reaction: reactants, conditions, products, and yield Reactants: C1=CC=CC=2C(C3=C(C=CC21)C=CC=C3)C=3C(NC(N(C3)CC3=CC=CC(=N3)C(=O)OC)=O)=O (6-[[5-{5H-Dibenzo[a,d]cyclohepten-5-yl}-3,4-dihydro-2,4-dioxo-1(2H)-pyrimidinyl]methyl]-2-pyridinecarboxylic acid, methyl ester), COC=1C=CC(=CC1)P2(=S)SP(=S)(S2)C=3C=CC(=CC3)OC (Lawesson's reagent). The solvent is O1CCOCC1 (1,4-dioxane). Product: C1=CC=CC=2C(C3=C(C=CC21)C=CC=C3)C=3C(NC(N(C3)CC3=CC=CC(=N3)C(=O)OC)=O)=S (6-[[5-{5H-Dibenzo[a,d]cyclohepten-5-yl}-3,4-dihydro-2-oxo-4-thioxo-1(2H)-pyrimidinyl]methyl]-2-pyridinecarboxylic acid, methyl ester). RXN SMILES: [CH:1]1[C:11]2[CH:10]=[CH:9][C:8]3[CH:12]=[CH:13][CH:14]=[CH:15][C:7]=3[CH:6]([C:16]3[C:17](=O)[NH:18][C:19](=[O:33])[N:20]([CH2:22][C:23]4[N:28]=[C:27]([C:29]([O:31][CH3:32])=[O:30])[CH:26]=[CH:25][CH:24]=4)[CH:21]=3)[C:5]=2[CH:4]=[CH:3][CH:2]=1.COC1C=CC(P2(SP(C3C=CC(OC)=CC=3)(=S)S2)=[S:44])=CC=1>O1CCOCC1>[CH:1]1[C:11]2[CH:10]=[CH:9][C:8]3[CH:12]=[CH:13][CH:14]=[CH:15][C:7]=3[CH:6]([C:16]3[C:17](=[S:44])[NH:18][C:19](=[O:33])[N:20]([CH2:22][C:23]4[N:28]=[C:27]([C:29]([O:31][CH3:32])=[O:30])[CH:26]=[CH:25][CH:24]=4)[CH:21]=3)[C:5]=2[CH:4]=[CH:3][CH:2]=1. Procedure: A mixture of the product from step (v) (1.84 g) and Lawesson's reagent (1.65 g) in 1,4-dioxane (30 ml) was heated at reflux for 24 hours. The mixture was partitioned between ethyl acetate and aqueous sodium bicarbonate. The organic phase was dried (MgSO4) and evaporated. Purification was by chromatography eluting with 50% ethyl acetate in isohexane. Yield 1.38 g. Starting materials: C1(=CC=CC=C1)C1=NC(C(NC2=C1C=CC=C2)=O)N2C(C=1C(C2=O)=CC=CC1)=O ((3RS)-1,3-dihydro-5-phenyl-3-phthalimido-2H-1,4-benzodiazepine-2-one), O.NN (hydrazine hydrate). Solvent: O1CCCC1 (tetrahydrofuran). Conditions: time 1 hour. The product is NC1C(NC2=C(C(=N1)C1=CC=CC=C1)C=CC=C2)=O ((3RS)-1,3-dihydro-3-amino-5-phenyl-2H-1,4-benzodiazepine-2-one). The yield is 67.4%. Reaction SMILES: [C:1]1([C:7]2[C:13]3[CH:14]=[CH:15][CH:16]=[CH:17][C:12]=3[NH:11][C:10](=[O:18])[CH:9]([N:19]3C(=O)C4=CC=CC=C4C3=O)[N:8]=2)[CH:6]=[CH:5][CH:4]=[CH:3][CH:2]=1.O.NN>O1CCCC1>[NH2:19][CH:9]1[N:8]=[C:7]([C:1]2[CH:6]=[CH:5][CH:4]=[CH:3][CH:2]=2)[C:13]2[CH:14]=[CH:15][CH:16]=[CH:17][C:12]=2[NH:11][C:10]1=[O:18] |f:1.2|. Reported procedure: A mixture of (3RS)-1,3-dihydro-5-phenyl-3-phthalimido-2H-1,4-benzodiazepine-2-one (8.2 g), hydrazine hydrate (1.08 g) and tetrahydrofuran (160 ml) was stirred for 1.0 hour at room temperature and heated under reflux for 1.5 hours. After the precipitates were filtered off, the filtrate was evaporated to small volume and the equivalent volume of diisopropyl ether was added thereto. The precipitates were collected by filtration to give (3RS)-1,3-dihydro-3-amino-5-phenyl-2H-1,4-benzodiazepine-2-one ... Starting materials: ClC1=NC=CC(=C1)OC1=C(C=C(C(=C1)Cl)SC)Cl (2-chloro-4-(2,5-dichloro-4-methylmercaptophenoxy)-pyridine), OO (H2O2), O (water). Solvent: C(C)(=O)O (acetic acid). Run at temperature 50 celsius, time 3 hour. The product is ClC1=NC=CC(=C1)OC1=C(C=C(C(=C1)Cl)S(=O)C)Cl (2-Chloro-4-(2,5-dichloro-4-methylsulphinyl-phenoxy)-pyridine). As a reaction SMILES: [Cl:1][C:2]1[CH:7]=[C:6]([O:8][C:9]2[CH:14]=[C:13]([Cl:15])[C:12]([S:16][CH3:17])=[CH:11][C:10]=2[Cl:18])[CH:5]=[CH:4][N:3]=1.[OH:19]O.O>C(O)(=O)C>[Cl:1][C:2]1[CH:7]=[C:6]([O:8][C:9]2[CH:14]=[C:13]([Cl:15])[C:12]([S:16]([CH3:17])=[O:19])=[CH:11][C:10]=2[Cl:18])[CH:5]=[CH:4][N:3]=1. Procedure details: An amount of 32.6 gm (0.1 mol) of 2-chloro-4-(2,5-dichloro-4-methylmercaptophenoxy)-pyridine, prepared analogously to Example 1, was suspended in 100 ml of glacial acetic acid. The mixture was warmed to 45° to 50° C., and 11 ml (0.11 mol) of 30% H2O2 were added dropwise at such a rate that the internal temperature did not exceed 50° C. The mixture was then stirred for 3 hours at 50° C., after which it was cooled and poured into 300 ml of water. The batch was stirred until crystallization was com...